Dataset: the Open Reaction Database (ORD), a public repository of structured organic reaction records. Task: describe an organic reaction: reactants, conditions, products, and yield Reaction SMILES: [CH3:1][C:2]([CH2:3][N:4]([c:5]1[n:6][c:7]([C:11]#[N:12])[n:8][cH:9][cH:10]1)[CH2:13][c:14]1[cH:15][cH:16][c:17]([I:20])[cH:18][cH:19]1)([CH3:21])[CH3:22].[CH3:23][n:24]1[cH:25][n:26][cH:27][cH:28]1.[O-:55][C:56]([CH3:57])=[O:58].[O-:59][C:60]([CH3:61])=[O:62].[O:49]=[CH:50][N:51]([CH3:52])[CH3:53].[OH2:48].[Pd+2:54].[c:29]1([P:30]([c:31]2[cH:32][cH:33][cH:34][cH:35][cH:36]2)[c:37]2[cH:38][cH:39][cH:40][cH:41][cH:42]2)[cH:43][cH:44][cH:45][cH:46][cH:47]1>>[CH3:1][C:2]([CH2:3][N:4]([c:5]1[n:6][c:7]([C:11]#[N:12])[n:8][cH:9][cH:10]1)[CH2:13][c:14]1[cH:15][cH:16][c:17](-[c:28]2[n:24]([CH3:23])[cH:25][n:26][cH:27]2)[cH:18][cH:19]1)([CH3:21])[CH3:22]. Product: Cn1cncc1-c1ccc(CN(CC(C)(C)C)c2ccnc(C#N)n2)cc1. The reactants are CC(C)(C)CN(Cc1ccc(I)cc1)c1ccnc(C#N)n1, Cn1ccnc1, CC(=O)[O-], CC(=O)[O-], CN(C)C=O, O, [Pd+2], c1ccc(P(c2ccccc2)c2ccccc2)cc1. The reactants are dipiperidine, C1=CC=CC=2C(C3=C(C=CC21)C=CC=C3)OCCO (2-(5H-dibenzo[a,d]cyclohepten-5-yloxy)-ethanol), C(CCC)P(CCCC)CCCC (tributylphosphine), C(C)OC(C(CC1=CC=C(C=C1)O)OCC)=O (2-ethoxy-3-(4-hydroxy-phenyl)-propionic acid ethyl ester), O (water). Run in C1=CC=CC=C1 (benzene). Conditions: temperature 0 celsius, time 10 minute. Product: C(C)OC(C(CC1=CC=C(C=C1)OCCOC1C2=C(C=CC3=C1C=CC=C3)C=CC=C2)OCC)=O (3-(4-[2-[5H-Dibenzo[a,d]cyclohepten-5-yloxy)-ethoxy]-phenyl)-2-ethoxy-propionic acid ethyl ester). Isolated yield 46.3%. RXN SMILES: [CH:1]1[C:11]2[CH:10]=[CH:9][C:8]3[CH:12]=[CH:13][CH:14]=[CH:15][C:7]=3[CH:6]([O:16][CH2:17][CH2:18][OH:19])[C:5]=2[CH:4]=[CH:3][CH:2]=1.C(P(CCCC)CCCC)CCC.[CH2:33]([O:35][C:36](=[O:49])[CH:37]([O:46][CH2:47][CH3:48])[CH2:38][C:39]1[CH:44]=[CH:43][C:42](O)=[CH:41][CH:40]=1)[CH3:34].O>C1C=CC=CC=1>[CH2:33]([O:35][C:36](=[O:49])[CH:37]([O:46][CH2:47][CH3:48])[CH2:38][C:39]1[CH:44]=[CH:43][C:42]([O:19][CH2:18][CH2:17][O:16][CH:6]2[C:7]3[CH:15]=[CH:14][CH:13]=[CH:12][C:8]=3[CH:9]=[CH:10][C:11]3[CH:1]=[CH:2][CH:3]=[CH:4][C:5]2=3)=[CH:41][CH:40]=1)[CH3:34]. Procedure details: Under a nitrogen atmosphere, 2-(5H-dibenzo[a,d]cyclohepten-5-yloxy)-ethanol (400 mg, 1.6 mmol), tributylphosphine (480 mg, 2.4 mmol) and 2-ethoxy-3-(4-hydroxy-phenyl)-propionic acid ethyl ester (380 mg, 1.6 mmol) were successively dissolved in dry benzene (10 mL). Solid azodicarboxylic dipiperidine (ADDP) (480 mg, 2.4 mmol) was added under stirring at 0° C. to the solution. After 10 min, the reaction mixture was brought to room temperature and the stirring was continued for 2 h. The mixture was ... Run at time 16 hour. Procedure: To a solution of C-(3-chloropyrazin-2-yl)-C-(2-phenylquinolin-7-yl)-methylamine (231.4 mg, 0.6672 mmol), DMAP (4 mg, 0.033 mmol), and (iPr)2EtN (174 μL, 129 mg, 1 mmol) in dry CH2Cl2 (5 mL), cooled to 0° C., pivaloyl chloride (90 μL, 89 mg, 0.734 mmol) was added under N2 atmosphere, the cooling bath was removed, and the reaction mixture was allowed to stir at ambient temperature for 16 h. The reaction was quenched with H2O and extracted with CH2Cl2 (3×20 mL). The combined CH2Cl2 layers were wash... The reagents and catalysts are CN(C)C=1C=CN=CC1 (DMAP). Run in C(Cl)Cl (CH2Cl2). Reactants: C(C(C)(C)C)(=O)Cl (pivaloyl chloride), ClC=1C(=NC=CN1)C(C1=CC=C2C=CC(=NC2=C1)C1=CC=CC=C1)N (C-(3-chloropyrazin-2-yl)-C-(2-phenylquinolin-7-yl)-methylamine), C(C)N(C(C)C)C(C)C ((iPr)2EtN). The product is ClC=1C(=NC=CN1)C(NC(C(C)(C)C)=O)C1=CC=C2C=CC(=NC2=C1)C1=CC=CC=C1 (N-[(3-Chloropyrazin-2-yl)-(2-phenylquinolin-7-yl)-methyl]-2,2-dimethylpropion-amide). As a reaction SMILES: [Cl:1][C:2]1[C:3]([CH:8]([NH2:25])[C:9]2[CH:18]=[C:17]3[C:12]([CH:13]=[CH:14][C:15]([C:19]4[CH:24]=[CH:23][CH:22]=[CH:21][CH:20]=4)=[N:16]3)=[CH:11][CH:10]=2)=[N:4][CH:5]=[CH:6][N:7]=1.C(N(C(C)C)C(C)C)C.[C:35](Cl)(=[O:40])[C:36]([CH3:39])([CH3:38])[CH3:37]>CN(C1C=CN=CC=1)C.C(Cl)Cl>[Cl:1][C:2]1[C:3]([CH:8]([C:9]2[CH:18]=[C:17]3[C:12]([CH:13]=[CH:14][C:15]([C:19]4[CH:24]=[CH:23][CH:22]=[CH:21][CH:20]=4)=[N:16]3)=[CH:11][CH:10]=2)[NH:25][C:35](=[O:40])[C:36]([CH3:39])([CH3:38])[CH3:37])=[N:4][CH:5]=[CH:6][N:7]=1. The reactants are C1(CC1)COC=1C=CC(=NC1)C#C[Si](C)(C)C (5-(cyclopropylmethoxy)-2-[(trimethylsilyl)ethynyl]pyridine), [F-].C(CCC)[N+](CCCC)(CCCC)CCCC (tetrabutylammonium fluoride). The solvent is C1CCOC1 (THF), C1CCOC1 (THF). The product is C1(CC1)COC=1C=CC(=NC1)C#C (5-(cyclopropylmethoxy)-2-ethynylpyridine). Isolated yield 108.3%. RXN SMILES: [CH:1]1([CH2:4][O:5][C:6]2[CH:7]=[CH:8][C:9]([C:12]#[C:13][Si](C)(C)C)=[N:10][CH:11]=2)[CH2:3][CH2:2]1.[F-].C([N+](CCCC)(CCCC)CCCC)CCC>C1COCC1>[CH:1]1([CH2:4][O:5][C:6]2[CH:7]=[CH:8][C:9]([C:12]#[CH:13])=[N:10][CH:11]=2)[CH2:2][CH2:3]1 |f:1.2|. Procedure details: To a solution of 5-(cyclopropylmethoxy)-2-[(trimethylsilyl)ethynyl]pyridine (773 mg) in THF (15 mL) was added a THF solution (1.0 M, 4.1 mL) of tetrabutylammonium fluoride at room temperature, and the reaction mixture was concentrated under reduced pressure. The residue was diluted with ethyl acetate and water, and the aqueous layer was separated from the organic layer. The separated aqueous layer was extracted again with ethyl acetate. The combined organic layer was washed with saturated brine,... Starting materials: Cc1ccccc1, CC(C)O, CCCCCC1CCC(C2CCC(c3ccc(C4=CCC5(CC4)OCCO5)c(F)c3)CC2)CC1. Product: CCCCCC1CCC(C2CCC(c3ccc(C4CCC5(CC4)OCCO5)c(F)c3)CC2)CC1. RXN SMILES: [CH3:35][c:36]1[cH:37][cH:38][cH:39][cH:40][cH:41]1.[CH:42]([OH:43])([CH3:44])[CH3:45].[F:1][c:2]1[c:3]([C:25]2=[CH:26][CH2:27][C:28]3([O:29][CH2:30][CH2:31][O:32]3)[CH2:33][CH2:34]2)[cH:4][cH:5][c:6]([CH:8]2[CH2:9][CH2:10][CH:11]([CH:14]3[CH2:15][CH2:16][CH:17]([CH2:20][CH2:21][CH2:22][CH2:23][CH3:24])[CH2:18][CH2:19]3)[CH2:12][CH2:13]2)[cH:7]1>>[F:1][c:2]1[c:3]([CH:25]2[CH2:26][CH2:27][C:28]3([O:29][CH2:30][CH2:31][O:32]3)[CH2:33][CH2:34]2)[cH:4][cH:5][c:6]([CH:8]2[CH2:9][CH2:10][CH:11]([CH:14]3[CH2:15][CH2:16][CH:17]([CH2:20][CH2:21][CH2:22][CH2:23][CH3:24])[CH2:18][CH2:19]3)[CH2:12][CH2:13]2)[cH:7]1. Starting materials: CC(C)c1cc(C#N)cc2nc(-c3ccc(C(=O)NCC4CCC(CCO)CC4)cc3)oc12, ClCCl. Yields the product CC(C)c1cc(C#N)cc2nc(-c3ccc(C(=O)NCC4CCC(CC=O)CC4)cc3)oc12. As a reaction SMILES: [C:1](#[N:2])[c:3]1[cH:4][c:5]([CH:31]([CH3:32])[CH3:33])[c:6]2[c:7]([n:8][c:9](-[c:11]3[cH:12][cH:13][c:14]([C:15](=[O:16])[NH:17][CH2:18][CH:19]4[CH2:20][CH2:21][CH:22]([CH2:25][CH2:26][OH:27])[CH2:23][CH2:24]4)[cH:28][cH:29]3)[o:10]2)[cH:30]1.[Cl:34][CH2:35][Cl:36]>>[C:1](#[N:2])[c:3]1[cH:4][c:5]([CH:31]([CH3:32])[CH3:33])[c:6]2[c:7]([n:8][c:9](-[c:11]3[cH:12][cH:13][c:14]([C:15](=[O:16])[NH:17][CH2:18][CH:19]4[CH2:20][CH2:21][CH:22]([CH2:25][CH:26]=[O:27])[CH2:23][CH2:24]4)[cH:28][cH:29]3)[o:10]2)[cH:30]1. The reactants are CC(=O)[O-], CC(=O)[O-], COC(=O)c1ccc(C(F)(F)F)cc1Br, Cc1ccccc1, OB(O)C1CC1, C1CCC(P(C2CCCCC2)C2CCCCC2)CC1, [K+], [K+], [K+], O, O, O=P([O-])([O-])[O-], [Pd+2]. Yields the product COC(=O)c1ccc(C(F)(F)F)cc1C1CC1. RXN SMILES: [C:58]([O-:59])(=[O:60])[CH3:61].[C:63]([O-:64])(=[O:65])[CH3:66].[CH3:1][O:2][C:3]([c:4]1[c:5]([Br:14])[cH:6][c:7]([C:10]([F:11])([F:12])[F:13])[cH:8][cH:9]1)=[O:15].[CH3:50][c:51]1[cH:52][cH:53][cH:54][cH:55][cH:56]1.[CH:16]1([B:19]([OH:20])[OH:21])[CH2:17][CH2:18]1.[CH:31]1([P:32]([CH:33]2[CH2:34][CH2:35][CH2:36][CH2:37][CH2:38]2)[CH:39]2[CH2:40][CH2:41][CH2:42][CH2:43][CH2:44]2)[CH2:45][CH2:46][CH2:47][CH2:48][CH2:49]1.[K+:28].[K+:29].[K+:30].[OH2:22].[OH2:57].[P:23]([O-:24])([O-:25])([O-:26])=[O:27].[Pd+2:62]>>[CH3:1][O:2][C:3]([c:4]1[c:5]([CH:16]2[CH2:17][CH2:18]2)[cH:6][c:7]([C:10]([F:11])([F:12])[F:13])[cH:8][cH:9]1)=[O:15]. Starting materials: Clc1cccc2[nH]ncc12, [H-], [Na+], C1CCOC1, O, Cc1cc(C)c(S(=O)(=O)ON)c(C)c1. Product: Nn1ncc2c(Cl)cccc21. RXN SMILES: [Cl:3][c:4]1[c:5]2[cH:6][n:7][nH:8][c:9]2[cH:10][cH:11][cH:12]1.[H-:1].[Na+:2].[O:28]1[CH2:29][CH2:30][CH2:31][CH2:32]1.[OH2:27].[c:13]1([CH3:14])[cH:15][c:16]([CH3:17])[cH:18][c:19]([CH3:20])[c:21]1[S:22]([O:23][NH2:25])(=[O:24])=[O:26]>>[Cl:3][c:4]1[c:5]2[cH:6][n:7][n:8]([NH2:25])[c:9]2[cH:10][cH:11][cH:12]1.